From a dataset of the Open Reaction Database (ORD), a public repository of structured organic reaction records. describe an organic reaction: reactants, conditions, products, and yield The reactants are [Br-], C1CCOC1, C[P+](c1ccccc1)(c1ccccc1)c1ccccc1, CC(C)(C=O)c1ccc(-c2ccco2)cc1. Product: C=CC(C)(C)c1ccc(-c2ccco2)cc1. RXN SMILES: [Br-:22].[CH2:17]1[O:18][CH2:19][CH2:20][CH2:21]1.[CH3:23][P+:24]([c:25]1[cH:26][cH:27][cH:28][cH:29][cH:30]1)([c:31]1[cH:32][cH:33][cH:34][cH:35][cH:36]1)[c:37]1[cH:38][cH:39][cH:40][cH:41][cH:42]1.[o:1]1[c:2](-[c:6]2[cH:7][cH:8][c:9]([C:12]([CH:13]=[O:14])([CH3:15])[CH3:16])[cH:10][cH:11]2)[cH:3][cH:4][cH:5]1>>[o:1]1[c:2](-[c:6]2[cH:7][cH:8][c:9]([C:12]([CH:13]=[CH2:17])([CH3:15])[CH3:16])[cH:10][cH:11]2)[cH:3][cH:4][cH:5]1. Reported procedure: Isobutyraldehyde (19.4 g; 0.27 mol) is added slowly with stirring to morpholine (21.75 g; 0.25 mol). The ensuing reaction is exothermic. On completion of the addition the reaction mixture is stirred and heated at reflux for 5 hours while water (4.1 ml) is being azeotroped out of it. The reaction mixture is then vacuum distilled. A fraction collected at 64°-67° C. and 13 mm Hg weighs 15.6 g and consists of 90% by weight of title product and 10% by weight of morpholine. A second fraction collected... The solvent is O (water). As a reaction SMILES: [CH:1](=O)[CH:2]([CH3:4])[CH3:3].[NH:6]1[CH2:11][CH2:10][O:9][CH2:8][CH2:7]1>O>[CH3:3][C:2]([CH3:4])=[CH:1][N:6]1[CH2:11][CH2:10][O:9][CH2:8][CH2:7]1. The product is CC(=CN1CCOCC1)C (4-(2-methylpropenyl)morpholine). Starting materials: C(C(C)C)=O (Isobutyraldehyde), N1CCOCC1 (morpholine). Starting materials: C(C)C1=C(OC[C@H](CNC(CO)=O)O)C(=CC(=C1)C1=NOC(=N1)C1=NC(=NC(=C1)C)NCC)C (N—((S)-3-{2-ethyl-4-[5-(2-ethylamino-6-methyl-pyrimidin-4-yl)-[1,2,4]oxadiazol-3-yl]-6-methyl-phenoxy}-2-hydroxy-propyl)-2-hydroxy-acetamide), CC1=CC(=NC(=N1)NC)C(=O)O (6-methyl-2-methylamino-pyrimidine-4-carboxylic acid), C(C)(=O)N (acetamide). Yields the product CN(C1=NC(=CC(=N1)C1=NC(=NO1)C1=CC(=C(OCC(CNC(CO)=O)O)C(=C1)C)C)C)C (rac-N-(3-{4-[5-(2-Dimethylamino-6-methyl-pyrimidin-4-yl)-[1,2,4]oxadiazol-3-yl]-2,6-dimethyl-phenoxy}-2-hydroxy-propyl)-2-hydroxy-acetamide). RXN SMILES: [CH2:1]([C:3]1[CH:18]=[C:17]([C:19]2[N:23]=[C:22]([C:24]3[CH:29]=[C:28]([CH3:30])[N:27]=[C:26]([NH:31][CH2:32]C)[N:25]=3)[O:21][N:20]=2)[CH:16]=[C:15]([CH3:34])[C:4]=1[O:5][CH2:6][C@@H:7]([OH:14])[CH2:8][NH:9][C:10](=[O:13])[CH2:11][OH:12])C.[CH3:35]C1N=C(NC)N=C(C(O)=O)C=1.C(N)(=O)C>>[CH3:32][N:31]([CH3:35])[C:26]1[N:25]=[C:24]([C:22]2[O:21][N:20]=[C:19]([C:17]3[CH:16]=[C:15]([CH3:34])[C:4]([O:5][CH2:6][CH:7]([OH:14])[CH2:8][NH:9][C:10](=[O:13])[CH2:11][OH:12])=[C:3]([CH3:1])[CH:18]=3)[N:23]=2)[CH:29]=[C:28]([CH3:30])[N:27]=1. Procedure details: rac-N-(3-{4-[5-(2-Dimethylamino-6-methyl-pyrimidin-4-yl)-[1,2,4]oxadiazol-3-yl]-2,6-dimethyl-phenoxy}-2-hydroxy-propyl)-2-hydroxy-acetamide is prepared in analogy to N—((S)-3-{2-ethyl-4-[5-(2-ethylamino-6-methyl-pyrimidin-4-yl)-[1,2,4]oxadiazol-3-yl]-6-methyl-phenoxy}-2-hydroxy-propyl)-2-hydroxy-acetamide using 6-methyl-2-methylamino-pyrimidine-4-carboxylic acid and 2-hydroxy-N-{2-hydroxy-3-(N-hydroxycarbamimidoyl)-2,6-dimethyl-phenoxy]-propyl}-acetamide; LC-MS: tR=0.94 min; [M+H]+=457.31.